Dataset: the Open Reaction Database (ORD), a public repository of structured organic reaction records. Task: describe an organic reaction: reactants, conditions, products, and yield Starting materials: O=S1(=O)CCOCC(OCc2ccccc2)COCC1, CCOC(C)=O. Yields the product O=S1(=O)CCOCC(O)COCC1. Reaction SMILES: [CH2:1]([c:2]1[cH:3][cH:4][cH:5][cH:6][cH:7]1)[O:8][CH:9]1[CH2:10][O:11][CH2:12][CH2:13][S:14](=[O:19])(=[O:20])[CH2:15][CH2:16][O:17][CH2:18]1.[CH3:21][CH2:22][O:23][C:24]([CH3:25])=[O:26]>>[OH:8][CH:9]1[CH2:10][O:11][CH2:12][CH2:13][S:14](=[O:19])(=[O:20])[CH2:15][CH2:16][O:17][CH2:18]1. The reactants are [Al+3], [H-], [H-], [H-], [H-], [Li+], C1CCOC1, COC(=O)c1cccc(Cc2ccc(OCc3ccc4ccccc4n3)cc2)c1. Product: OCc1cccc(Cc2ccc(OCc3ccc4ccccc4n3)cc2)c1. As a reaction SMILES: [Al+3:31].[H-:30].[H-:33].[H-:34].[H-:35].[Li+:32].[O:36]1[CH2:37][CH2:38][CH2:39][CH2:40]1.[n:1]1[c:2]([CH2:11][O:12][c:13]2[cH:14][cH:15][c:16]([CH2:17][c:18]3[cH:19][c:20]([C:21](=[O:22])[O:23][CH3:24])[cH:25][cH:26][cH:27]3)[cH:28][cH:29]2)[cH:3][cH:4][c:5]2[cH:6][cH:7][cH:8][cH:9][c:10]12>>[n:1]1[c:2]([CH2:11][O:12][c:13]2[cH:14][cH:15][c:16]([CH2:17][c:18]3[cH:19][c:20]([CH2:21][OH:22])[cH:25][cH:26][cH:27]3)[cH:28][cH:29]2)[cH:3][cH:4][c:5]2[cH:6][cH:7][cH:8][cH:9][c:10]12. The reactants are N1=C(C=CC=C1)C1=CC=C(S1)S(=O)(=O)N1CCC(CC1)CNC(OC(C)(C)C)=O (tert-Butyl (1-(5-(pyridin-2-yl)thiophen-2-ylsulfonyl)piperidin-4-yl)methylcarbamate), Cl (hydrogen chloride). The solvent is ClCCl (dichloromethane), O1CCOCC1 (dioxane). Conditions: time 18 hour. The product is Cl.Cl.N1=C(C=CC=C1)C1=CC=C(S1)S(=O)(=O)N1CCC(CC1)CN ((1-(5-(Pyridin-2-yl)thiophen-2-ylsulfonyl)piperidin-4-yl)methanamine Dihydrochloride). RXN SMILES: [N:1]1[CH:6]=[CH:5][CH:4]=[CH:3][C:2]=1[C:7]1[S:11][C:10]([S:12]([N:15]2[CH2:20][CH2:19][CH:18]([CH2:21][NH:22]C(=O)OC(C)(C)C)[CH2:17][CH2:16]2)(=[O:14])=[O:13])=[CH:9][CH:8]=1.[ClH:30]>ClCCl.O1CCOCC1>[ClH:30].[ClH:30].[N:1]1[CH:6]=[CH:5][CH:4]=[CH:3][C:2]=1[C:7]1[S:11][C:10]([S:12]([N:15]2[CH2:16][CH2:17][CH:18]([CH2:21][NH2:22])[CH2:19][CH2:20]2)(=[O:13])=[O:14])=[CH:9][CH:8]=1 |f:4.5.6|. Reported procedure: A solution of the compound prepared in Example 243 (0.088 g) in dichloromethane (1 mL) was treated with 4N hydrogen chloride in dioxane (0.151 mL) at room temperature. The mixture was stirred at room temperature for 18 hours. The solvent was evaporated in vacuo to provide the title compound (0.072 g) having the following physical data. Reactants: C1=CC=CC=2C(C3=C(CCC21)C=CC=C3)C(C(=O)OCC)C(=O)OCC (diethyl 10,11-dihydro-5H-dibenzo[a,d]cycloheptene-5-malonate), [OH-].[K+] (potassium hydroxide). Solvent: C(C)O (ethanol), O (water). Reaction conditions: time 8 hour. Yields the product C1=CC=CC=2C(C3=C(CCC21)C=CC=C3)C(C(=O)O)C(=O)O (10,11-dihydro-5H-dibenzo[a,d]cycloheptene-5-malonic acid). As a reaction SMILES: [CH:1]1[C:11]2[CH2:10][CH2:9][C:8]3[CH:12]=[CH:13][CH:14]=[CH:15][C:7]=3[CH:6]([CH:16]([C:22]([O:24]CC)=[O:23])[C:17]([O:19]CC)=[O:18])[C:5]=2[CH:4]=[CH:3][CH:2]=1.[OH-].[K+]>C(O)C.O>[CH:1]1[C:11]2[CH2:10][CH2:9][C:8]3[CH:12]=[CH:13][CH:14]=[CH:15][C:7]=3[CH:6]([CH:16]([C:22]([OH:24])=[O:23])[C:17]([OH:19])=[O:18])[C:5]=2[CH:4]=[CH:3][CH:2]=1 |f:1.2|. Procedure details: A solution of 305 g of crude diethyl 10,11-dihydro-5H-dibenzo[a,d]cycloheptene-5-malonate and 138 g of potassium hydroxide in 1.5 l of ethanol and 400 ml of water is heated to boiling under reflux for 1.5 hours while stirring and subsequently evaporated in vacuo. The residue obtained is partitioned between 1 l of ether and 1 l of ice-water. The aqueous, alkaline phase is extracted further with 500 ml of ether, made acid with about 220 ml of concentrated hydrochloric acid while cooling with ice a... Starting materials: C1CCOC1, CC(C)(C)OC(=O)NS(=O)(=O)NCc1ccc(Cl)cc1, OCCN1CCCC1, c1ccc(P(c2ccccc2)c2ccccc2)cc1. Yields the product O=S(=O)(NCCN1CCCC1)NCc1ccc(Cl)cc1. RXN SMILES: [CH2:48]1[O:49][CH2:50][CH2:51][CH2:52]1.[Cl:1][c:2]1[cH:3][cH:4][c:5]([CH2:6][NH:7][S:8](=[O:9])(=[O:10])[NH:11][C:12]([O:13][C:14]([CH3:15])([CH3:16])[CH3:17])=[O:18])[cH:19][cH:20]1.[OH:21][CH2:22][CH2:23][N:24]1[CH2:25][CH2:26][CH2:27][CH2:28]1.[c:29]1([P:30]([c:31]2[cH:32][cH:33][cH:34][cH:35][cH:36]2)[c:37]2[cH:38][cH:39][cH:40][cH:41][cH:42]2)[cH:43][cH:44][cH:45][cH:46][cH:47]1>>[Cl:1][c:2]1[cH:3][cH:4][c:5]([CH2:6][NH:7][S:8](=[O:9])(=[O:10])[NH:11][CH2:12][CH2:23][N:24]2[CH2:25][CH2:26][CH2:27][CH2:28]2)[cH:19][cH:20]1. Reactants: NC=1C=C(OC=2C=CC=3N(N2)C=C(N3)NC(=O)C3CC3)C=CC1 (N-[6-(3-aminophenoxy)imidazo[1,2-b]pyridazin-2-yl]cyclopropanecarboxamide), Cl.N1=C(C=CC=C1)C(=O)Cl (pyridine-2-carbonylchloride hydrochloride), C(O)([O-])=O.[Na+] (sodium hydrogencarbonate). Solvent: CN1C(CCC1)=O (N-methylpyrrolidone). Reaction conditions: time 18 hour. The product is C1(CC1)C(=O)NC=1N=C2N(N=C(C=C2)OC=2C=C(C=CC2)NC(=O)C2=NC=CC=C2)C1 (N-[3-({2-[(cyclopropylcarbonyl)amino]imidazo[1,2-b]pyridazin-6-yl}oxy)phenyl]pyridine-2-carboxamide). Isolated yield 63.2%. As a reaction SMILES: [NH2:1][C:2]1[CH:3]=[C:4]([CH:21]=[CH:22][CH:23]=1)[O:5][C:6]1[CH:7]=[CH:8][C:9]2[N:10]([CH:12]=[C:13]([NH:15][C:16]([CH:18]3[CH2:20][CH2:19]3)=[O:17])[N:14]=2)[N:11]=1.Cl.[N:25]1[CH:30]=[CH:29][CH:28]=[CH:27][C:26]=1[C:31](Cl)=[O:32].C(=O)([O-])O.[Na+]>CN1CCCC1=O>[CH:18]1([C:16]([NH:15][C:13]2[N:14]=[C:9]3[CH:8]=[CH:7][C:6]([O:5][C:4]4[CH:3]=[C:2]([NH:1][C:31]([C:26]5[CH:27]=[CH:28][CH:29]=[CH:30][N:25]=5)=[O:32])[CH:23]=[CH:22][CH:21]=4)=[N:11][N:10]3[CH:12]=2)=[O:17])[CH2:20][CH2:19]1 |f:1.2,3.4|. Reported procedure: To a solution of N-[6-(3-aminophenoxy)imidazo[1,2-b]pyridazin-2-yl]cyclopropanecarboxamide (155 mg, 0.50 mmol) in N-methylpyrrolidone (3 mL) was added pyridine-2-carbonylchloride hydrochloride (107 mg, 0.60 mmol), and the mixture was stirred at room temperature for 18 hr. A 5% aqueous sodium hydrogencarbonate solution was added to the reaction mixture, and the mixture was extracted with ethyl acetate. The organic layer was concentrated under reduced pressure, and the residue was purified by sili... Reactants: CN(C)C=O, CCOC(C)=O, O=C=Nc1ccc(C(F)(F)F)cc1, N#Cc1c(Oc2cc(N)c(F)cc2Cl)ccc2nc(NC(=O)C3CC3)sc12. As a reaction SMILES: [CH3:41][N:42]([CH3:43])[CH:44]=[O:45].[CH3:46][CH2:47][O:48][C:49](=[O:50])[CH3:51].[N:28](=[C:29]=[O:30])[c:31]1[cH:32][cH:33][c:34]([C:37]([F:38])([F:39])[F:40])[cH:35][cH:36]1.[NH2:1][c:2]1[c:3]([F:27])[cH:4][c:5]([Cl:26])[c:6]([O:7][c:8]2[c:9]([C:23]#[N:24])[c:10]3[c:11]([n:12][c:13]([NH:15][C:16](=[O:17])[CH:18]4[CH2:19][CH2:20]4)[s:14]3)[cH:21][cH:22]2)[cH:25]1>>[NH:1]([c:2]1[c:3]([F:27])[cH:4][c:5]([Cl:26])[c:6]([O:7][c:8]2[c:9]([C:23]#[N:24])[c:10]3[c:11]([n:12][c:13]([NH:15][C:16](=[O:17])[CH:18]4[CH2:19][CH2:20]4)[s:14]3)[cH:21][cH:22]2)[cH:25]1)[C:29]([NH:28][c:31]1[cH:32][cH:33][c:34]([C:37]([F:38])([F:39])[F:40])[cH:35][cH:36]1)=[O:30]. Product: N#Cc1c(Oc2cc(NC(=O)Nc3ccc(C(F)(F)F)cc3)c(F)cc2Cl)ccc2nc(NC(=O)C3CC3)sc12. As a reaction SMILES: [C:1]([CH3:2])([CH3:3])([CH3:4])[O:5][C:6](=[O:7])[N:8]1[CH2:9][CH2:10][N:11]([c:14]2[n:15][c:16]3[n:17]([CH3:40])[c:18](=[O:39])[n:19]([CH2:31][O:32][C:33]([C:34]([CH3:35])([CH3:36])[CH3:37])=[O:38])[c:20](=[O:30])[c:21]3[n:22]2[CH2:23][c:24]2[cH:25][cH:26][cH:27][cH:28][cH:29]2)[CH2:12][CH2:13]1.[CH3:41][C:42](=[O:43])[OH:44]>>[C:1]([CH3:2])([CH3:3])([CH3:4])[O:5][C:6](=[O:7])[N:8]1[CH2:9][CH2:10][N:11]([c:14]2[n:15][c:16]3[n:17]([CH3:40])[c:18](=[O:39])[n:19]([CH2:31][O:32][C:33]([C:34]([CH3:35])([CH3:36])[CH3:37])=[O:38])[c:20](=[O:30])[c:21]3[nH:22]2)[CH2:12][CH2:13]1. Yields the product Cn1c(=O)n(COC(=O)C(C)(C)C)c(=O)c2[nH]c(N3CCN(C(=O)OC(C)(C)C)CC3)nc21. The reactants are Cn1c(=O)n(COC(=O)C(C)(C)C)c(=O)c2c1nc(N1CCN(C(=O)OC(C)(C)C)CC1)n2Cc1ccccc1, CC(=O)O. The reactants are [OH-].[K+] (Potassium hydroxide), C(C)OC(=O)C1CCC(CC1)C=1C=C2C=CC=NC2=C(N1)C1=CC(=CC=C1)OC(F)(F)F (4-[8-(3-trifluoromethoxyphenyl)-[1,7]naphthyridin-6-yl]-cyclohexanecarboxylic acid ethyl ester), Cl (HCl). Run in O (water), C(C)O (ethanol). Run at temperature 45 celsius, time 1 hour. Yields the product FC(OC=1C=C(C=CC1)C=1N=C(C=C2C=CC=NC12)C1CCC(CC1)C(=O)O)(F)F (4-[8-(3-Trifluoromethoxyphenyl)-[1,7]naphthyridin-6-yl]-cyclohexanecarboxylic acid). Isolated yield 93.5%. As a reaction SMILES: [OH-].[K+].C([O:5][C:6]([CH:8]1[CH2:13][CH2:12][CH:11]([C:14]2[CH:15]=[C:16]3[C:21](=[C:22]([C:24]4[CH:29]=[CH:28][CH:27]=[C:26]([O:30][C:31]([F:34])([F:33])[F:32])[CH:25]=4)[N:23]=2)[N:20]=[CH:19][CH:18]=[CH:17]3)[CH2:10][CH2:9]1)=[O:7])C.Cl>C(O)C.O>[F:34][C:31]([F:32])([F:33])[O:30][C:26]1[CH:25]=[C:24]([C:22]2[N:23]=[C:14]([CH:11]3[CH2:10][CH2:9][CH:8]([C:6]([OH:7])=[O:5])[CH2:13][CH2:12]3)[CH:15]=[C:16]3[C:21]=2[N:20]=[CH:19][CH:18]=[CH:17]3)[CH:29]=[CH:28][CH:27]=1 |f:0.1|. Reported procedure: Potassium hydroxide (2M (aq), 2.5 ml) is added to a solution of 4-[8-(3-trifluoromethoxyphenyl)-[1,7]naphthyridin-6-yl]-cyclohexanecarboxylic acid ethyl ester (250 mg, 0.56 mmol) in ethanol (10 ml) and stirred 45° C. for 1 h. The reaction mixture is diluted with water and acidified with c.HCl to pH3. The mixture is stirred for 2 h. then filtered, and the filter cake washed with water to yield the product as a white powder (218 mg). MS (AP+) 417.65